Task: describe an organic reaction: reactants, conditions, products, and yield. Dataset: the Open Reaction Database (ORD), a public repository of structured organic reaction records Reactants: CS(C)=O, COc1cc2c(C3=CCNCC3)c[nH]c2cc1Cl, c1cc(OCC2CO2)c2cc[nH]c2c1. The product is COc1cc2c(C3=CCN(CC(O)COc4cccc5[nH]ccc45)CC3)c[nH]c2cc1Cl. RXN SMILES: [CH3:33][S:34]([CH3:35])=[O:36].[Cl:1][c:2]1[c:3]([O:17][CH3:18])[cH:4][c:5]2[c:6]([C:11]3=[CH:16][CH2:15][NH:14][CH2:13][CH2:12]3)[cH:7][nH:8][c:9]2[cH:10]1.[O:19]1[CH:20]([CH2:22][O:23][c:24]2[c:25]3[cH:26][cH:27][nH:28][c:29]3[cH:30][cH:31][cH:32]2)[CH2:21]1>>[Cl:1][c:2]1[c:3]([O:17][CH3:18])[cH:4][c:5]2[c:6]([C:11]3=[CH:16][CH2:15][N:14]([CH2:21][CH:20]([OH:19])[CH2:22][O:23][c:24]4[c:25]5[cH:26][cH:27][nH:28][c:29]5[cH:30][cH:31][cH:32]4)[CH2:13][CH2:12]3)[cH:7][nH:8][c:9]2[cH:10]1. The reactants are CC(C)(C)OC(=O)N1CCC(NC2CCN(Cc3ccccc3)CC2)CC1, CC(=O)O. Product: CC(C)(C)OC(=O)N1CCC(NC2CCNCC2)CC1. As a reaction SMILES: [C:1]([CH3:2])([CH3:3])([CH3:4])[O:5][C:6](=[O:7])[N:8]1[CH2:9][CH2:10][CH:11]([NH:14][CH:15]2[CH2:16][CH2:17][N:18]([CH2:21][c:22]3[cH:23][cH:24][cH:25][cH:26][cH:27]3)[CH2:19][CH2:20]2)[CH2:12][CH2:13]1.[CH3:28][C:29](=[O:30])[OH:31]>>[C:1]([CH3:2])([CH3:3])([CH3:4])[O:5][C:6](=[O:7])[N:8]1[CH2:9][CH2:10][CH:11]([NH:14][CH:15]2[CH2:16][CH2:17][NH:18][CH2:19][CH2:20]2)[CH2:12][CH2:13]1. The reactants are CCO, CCOC(=O)c1cn(CC)c2c(F)c(-c3ccc(S(N)(=O)=O)cc3)c(F)cc2c1=O, [Na+], [OH-]. Yields the product CCn1cc(C(=O)O)c(=O)c2cc(F)c(-c3ccc(S(N)(=O)=O)cc3)c(F)c21. As a reaction SMILES: [CH3:33][CH2:34][OH:35].[F:1][c:2]1[cH:3][c:4]2[c:5](=[O:30])[c:6]([C:25](=[O:26])[O:27][CH2:28][CH3:29])[cH:7][n:8]([CH2:23][CH3:24])[c:9]2[c:10]([F:22])[c:11]1-[c:12]1[cH:13][cH:14][c:15]([S:18](=[O:19])(=[O:20])[NH2:21])[cH:16][cH:17]1.[Na+:32].[OH-:31]>>[F:1][c:2]1[cH:3][c:4]2[c:5](=[O:30])[c:6]([C:25](=[O:26])[OH:27])[cH:7][n:8]([CH2:23][CH3:24])[c:9]2[c:10]([F:22])[c:11]1-[c:12]1[cH:13][cH:14][c:15]([S:18](=[O:19])(=[O:20])[NH2:21])[cH:16][cH:17]1. Reactants: C(CCCCCCCCCCC)(=O)OC[C@H](CSC[C@@H](C(=O)NCCCCCC(=O)OCC1=CC=CC=C1)N)OC(CCCCCCCCCCC)=O ((R)-3-((R)-2-amino-3-(6-(benzyloxy)-6-oxohexylamino)-3-oxopropylthio)propane-1,2-diyl didodecanoate). The reagents and catalysts are [Pd] (palladium black). Solvent: CCO (EtOH). Run at time 8 hour. Product: N[C@H](C(=O)NCCCCCC(=O)O)CSC[C@@H](COC(CCCCCCCCCCC)=O)OC(CCCCCCCCCCC)=O (6-((R)-2-amino-3-((R)-2,3-bis(dodecanoyloxy)propylthio)propanamido)hexanoic acid). Reaction SMILES: [C:1]([O:14][CH2:15][C@@H:16]([O:40][C:41](=[O:53])[CH2:42][CH2:43][CH2:44][CH2:45][CH2:46][CH2:47][CH2:48][CH2:49][CH2:50][CH2:51][CH3:52])[CH2:17][S:18][CH2:19][C@H:20]([NH2:39])[C:21]([NH:23][CH2:24][CH2:25][CH2:26][CH2:27][CH2:28][C:29]([O:31]CC1C=CC=CC=1)=[O:30])=[O:22])(=[O:13])[CH2:2][CH2:3][CH2:4][CH2:5][CH2:6][CH2:7][CH2:8][CH2:9][CH2:10][CH2:11][CH3:12]>CCO.[Pd]>[NH2:39][C@@H:20]([CH2:19][S:18][CH2:17][C@H:16]([O:40][C:41](=[O:53])[CH2:42][CH2:43][CH2:44][CH2:45][CH2:46][CH2:47][CH2:48][CH2:49][CH2:50][CH2:51][CH3:52])[CH2:15][O:14][C:1](=[O:13])[CH2:2][CH2:3][CH2:4][CH2:5][CH2:6][CH2:7][CH2:8][CH2:9][CH2:10][CH2:11][CH3:12])[C:21]([NH:23][CH2:24][CH2:25][CH2:26][CH2:27][CH2:28][C:29]([OH:31])=[O:30])=[O:22]. Reported procedure: To a solution of (R)-3-((R)-2-amino-3-(6-(benzyloxy)-6-oxohexylamino)-3-oxopropylthio)propane-1,2-diyl didodecanoate in EtOH (0.1 M) was added palladium black (2 eq). The reaction mixture was stirred under hydrogen (1 atm) overnight. The palladium was filtered off and the filtrate was concentrated en vaccuo. The crude mixture was purified by flash chromatography on a COMBIFLASH® system (ISCO) using 0-10% MeOH/DCM to give the product as an off-white solid. 1H NMR (CDCl3): δ 7.33 (t, 1H), 5.06-5.1... Starting materials: C(C(=O)O)(=O)O (oxalic acid), O1[C@@H](C1)COC1=C2C=CNC2=CC=C1 ((S)-(+)-4-(oxiranylmethoxy)-1H-indole), FC1=CC=C(C=C1)C1CCNCC1 (4-(4-fluorophenyl)piperidine), CO (methanol). Run in C(C)(=O)OCC (ethyl acetate), C(C)(=O)OCC (ethyl acetate). Yields the product C(C(=O)O)(=O)O.N1C=CC2=C(C=CC=C12)OC[C@H](CN1CCC(CC1)C1=CC=C(C=C1)F)O ((2S)-(-)-1-(4-indolyloxy)-3-(4-(4-fluorophenyl)piperidin-1-yl)-2-propanol ethanedioate). RXN SMILES: [O:1]1[CH2:3][C@H:2]1[CH2:4][O:5][C:6]1[CH:14]=[CH:13][CH:12]=[C:11]2[C:7]=1[CH:8]=[CH:9][NH:10]2.[F:15][C:16]1[CH:21]=[CH:20][C:19]([CH:22]2[CH2:27][CH2:26][NH:25][CH2:24][CH2:23]2)=[CH:18][CH:17]=1.[C:28]([OH:33])(=[O:32])[C:29]([OH:31])=[O:30].CO>C(OCC)(=O)C>[C:28]([OH:33])(=[O:32])[C:29]([OH:31])=[O:30].[NH:10]1[C:11]2[C:7](=[C:6]([O:5][CH2:4][C@@H:2]([OH:1])[CH2:3][N:25]3[CH2:26][CH2:27][CH:22]([C:19]4[CH:18]=[CH:17][C:16]([F:15])=[CH:21][CH:20]=4)[CH2:23][CH2:24]3)[CH:14]=[CH:13][CH:12]=2)[CH:8]=[CH:9]1 |f:5.6|. Procedure details: The title compound was prepared in similar fashion from (S)-(+)-4-(oxiranylmethoxy)-1H-indole and 4-(4-fluorophenyl)piperidine. The resulting free base was dissolved in ethyl acetate, and precipitated with one equivalent of oxalic acid in ethyl acetate in 30% overall yield. FDMS m/e=369 (M+ of free base). α[D]589 =-2.49 (c=0.24, methanol).